Dataset: the Open Reaction Database (ORD), a public repository of structured organic reaction records. Task: describe an organic reaction: reactants, conditions, products, and yield The reactants are CC(=O)OC(C)=O, CCOC(=O)C1=C(C)NC(c2cscn2)=NC1c1cccc(OC)c1. Product: CCOC(=O)C1=C(C)N(C(C)=O)C(c2cscn2)=NC1c1cccc(OC)c1. As a reaction SMILES: [CH3:26][C:27](=[O:28])[O:29][C:30](=[O:31])[CH3:32].[s:1]1[cH:2][n:3][c:4]([C:6]2=[N:11][CH:10]([c:12]3[cH:13][c:14]([O:18][CH3:19])[cH:15][cH:16][cH:17]3)[C:9]([C:20](=[O:21])[O:22][CH2:23][CH3:24])=[C:8]([CH3:25])[NH:7]2)[cH:5]1>>[s:1]1[cH:2][n:3][c:4]([C:6]2=[N:11][CH:10]([c:12]3[cH:13][c:14]([O:18][CH3:19])[cH:15][cH:16][cH:17]3)[C:9]([C:20](=[O:21])[O:22][CH2:23][CH3:24])=[C:8]([CH3:25])[N:7]2[C:27]([CH3:26])=[O:28])[cH:5]1. The reactants are Cn1c(C(C)(C)C)cc(=NC(=O)c2cc(C(F)(F)F)ccc2OCC2CCN2C(=O)OC(C)(C)C)n1CC1CCCO1, CCOC(C)=O, ClCCl, O=C(O)C(F)(F)F, Cc1ccc(S(=O)(=O)O)cc1. Product: Cn1c(C(C)(C)C)cc(=NC(=O)c2cc(C(F)(F)F)ccc2OCC2CCN2)n1CC1CCCO1, Cc1ccc(S(=O)(=O)O)cc1. RXN SMILES: [C:1]([CH3:2])([CH3:3])([CH3:4])[c:5]1[cH:6][c:7](=[N:17][C:18](=[O:19])[c:20]2[c:21]([O:22][CH2:23][CH:24]3[N:25]([C:28]([O:29][C:30]([CH3:31])([CH3:32])[CH3:33])=[O:34])[CH2:26][CH2:27]3)[cH:35][cH:36][c:37]([C:39]([F:40])([F:41])[F:42])[cH:38]2)[n:8]([CH2:11][CH:12]2[O:13][CH2:14][CH2:15][CH2:16]2)[n:9]1[CH3:10].[CH3:64][CH2:65][O:66][C:67]([CH3:68])=[O:69].[Cl:61][CH2:62][Cl:63].[OH:43][C:44]([C:45]([F:46])([F:47])[F:48])=[O:49].[c:50]1([CH3:60])[cH:51][cH:52][c:53]([S:56](=[O:57])(=[O:58])[OH:59])[cH:54][cH:55]1>>[C:1]([CH3:2])([CH3:3])([CH3:4])[c:5]1[cH:6][c:7](=[N:17][C:18](=[O:19])[c:20]2[c:21]([O:22][CH2:23][CH:24]3[NH:25][CH2:26][CH2:27]3)[cH:35][cH:36][c:37]([C:39]([F:40])([F:41])[F:42])[cH:38]2)[n:8]([CH2:11][CH:12]2[O:13][CH2:14][CH2:15][CH2:16]2)[n:9]1[CH3:10].[c:50]1([CH3:60])[cH:51][cH:52][c:53]([S:56](=[O:57])(=[O:58])[OH:59])[cH:54][cH:55]1. Starting materials: C([O-])([O-])=O.[K+].[K+] (Potassium carbonate), CI (methyliodide), S.[Na] (Sodium hydrogen sulfide), ClC=1C(=NSN1)C=1C=NC=CC1 (3-(4-chloro-1,2,5-thiadiazol-3-yl)pyridine). The solvent is CN(C)C=O (DMF), O (Water). Conditions: time 30 minute. Yields the product CSC=1C(=NSN1)C=1C=NC=CC1 (3-(4-methylthio-1,2,5-thiadiazol-3-yl)pyridine). RXN SMILES: [SH2:1].[Na].Cl[C:4]1[C:5]([C:9]2[CH:10]=[N:11][CH:12]=[CH:13][CH:14]=2)=[N:6][S:7][N:8]=1.C(=O)([O-])[O-].[K+].[K+].[CH3:21]I>CN(C=O)C.O>[CH3:21][S:1][C:4]1[C:5]([C:9]2[CH:10]=[N:11][CH:12]=[CH:13][CH:14]=2)=[N:6][S:7][N:8]=1 |f:0.1,3.4.5,^1:1|. Reported procedure: Sodium hydrogen sulfide (0.5 g, 6.8 mmol) was added to a solution of 3-(4-chloro-1,2,5-thiadiazol-3-yl)pyridine (0.5 g, 2.5 mmol) in DMF (20 ml) at room temperature and the reaction mixture was stirred for 30 min. Potassium carbonate (2 g, 14.5 mmol) and methyliodide (1 ml, 15 mmol) were added and the reaction mixture was stirred for additionally 10 min. Water (50 ml) was added and extracted with ether. The combined ether phases were dried and evaporated to give the title compound. Yield: 0.5 g. Reactants: N1=CC(=CC=C1)OC1=CC=C(C=C1)S(=O)(=O)C1(CCN(CC1)C(=O)OC(C)(C)C)C(=O)OCC (1-tert-butyl 4-ethyl 4-(4-(pyridin-3-yloxy)phenylsulfonyl)piperidine-1,4-dicarboxylate), [OH-].[K+] (potassium hydroxide). Solvent: C(C)O (ethanol), O (water). Conditions: temperature 90 celsius, time 1 hour. The product is C(C)(C)(C)OC(=O)N1CCC(CC1)(C(=O)O)S(=O)(=O)C1=CC=C(C=C1)OC=1C=NC=CC1 (1-(tert-butoxycarbonyl)-4-(4-(pyridin-3-yloxy)phenylsulfonyl)piperidine-4-carboxylic acid), off-white foam. Reaction SMILES: [N:1]1[CH:6]=[CH:5][CH:4]=[C:3]([O:7][C:8]2[CH:13]=[CH:12][C:11]([S:14]([C:17]3([C:30]([O:32]CC)=[O:31])[CH2:22][CH2:21][N:20]([C:23]([O:25][C:26]([CH3:29])([CH3:28])[CH3:27])=[O:24])[CH2:19][CH2:18]3)(=[O:16])=[O:15])=[CH:10][CH:9]=2)[CH:2]=1.[OH-].[K+]>C(O)C.O>[C:26]([O:25][C:23]([N:20]1[CH2:21][CH2:22][C:17]([S:14]([C:11]2[CH:10]=[CH:9][C:8]([O:7][C:3]3[CH:2]=[N:1][CH:6]=[CH:5][CH:4]=3)=[CH:13][CH:12]=2)(=[O:15])=[O:16])([C:30]([OH:32])=[O:31])[CH2:18][CH2:19]1)=[O:24])([CH3:29])([CH3:27])[CH3:28] |f:1.2|. Procedure: 1-(tert-butoxycarbonyl)-4-(4-(pyridin-3-yloxy)phenylsulfonyl)piperidine-4-carboxylic acid was prepared according to FIG. 3. A 250-mL round bottom flask was charged with 1.7 g ethyl ester (from step 1), 0.78 g (4 eq.) potassium hydroxide in 16 mL ethanol and 4 mL water. The reaction mixture was heated to 90° C. LCMS after 1 hour shows complete reaction. The mixture was partitioned between ethyl acetate and 10% aqueous KHSO4-Brine. The yellow organic phase was separated, dried, filtered and concen... The reactants are CC(C)(C)OC(=O)N1CC(C#N)C1, C1CCOC1, C[Si](C)(C)[N-][Si](C)(C)C, CCOC(C)=O, CI, [Na+], O. The product is CC1(C#N)CN(C(=O)OC(C)(C)C)C1. As a reaction SMILES: [C:1](#[N:2])[CH:3]1[CH2:4][N:5]([C:7](=[O:8])[O:9][C:10]([CH3:11])([CH3:12])[CH3:13])[CH2:6]1.[CH2:27]1[O:28][CH2:29][CH2:30][CH2:31]1.[CH3:14][Si:15]([N-:16][Si:17]([CH3:18])([CH3:19])[CH3:20])([CH3:21])[CH3:22].[CH3:32][CH2:33][O:34][C:35](=[O:36])[CH3:37].[I:24][CH3:25].[Na+:23].[OH2:26]>>[C:1](#[N:2])[C:3]1([CH3:14])[CH2:4][N:5]([C:7](=[O:8])[O:9][C:10]([CH3:11])([CH3:12])[CH3:13])[CH2:6]1. RXN SMILES: [Al+3:2].[Al+3:6].[C:11](#[N:12])[CH2:13][CH:14]1[CH2:15][O:16][c:17]2[cH:18][cH:19][cH:20][cH:21][c:22]2[CH2:23]1.[CH3:26][CH2:27][O:28][CH2:29][CH3:30].[Cl-:1].[Cl-:3].[Cl-:4].[H-:10].[H-:5].[H-:8].[H-:9].[Li+:7].[Na+:25].[O:31]1[CH2:32][CH2:33][CH2:34][CH2:35]1.[OH-:24].[OH2:36]>>[CH2:11]([NH2:12])[CH2:13][CH:14]1[CH2:15][O:16][c:17]2[cH:18][cH:19][cH:20][cH:21][c:22]2[CH2:23]1. The product is NCCC1COc2ccccc2C1. Reactants: [Al+3], [Al+3], N#CCC1COc2ccccc2C1, CCOCC, [Cl-], [Cl-], [Cl-], [H-], [H-], [H-], [H-], [Li+], [Na+], C1CCOC1, [OH-], O. Starting materials: C(C)(=O)C1=NC(=CC=C1)Br (2-Acetyl-6-bromopyridine), C(C1=CC=C(C=C1)OC)=O (p-anisaldehyde), CO (methanol), [OH-].[K+] (KOH), [OH-].[K+] (Potassium hydroxide), CO (methanol). Solvent: O (H2O). Conditions: time 8 hour. The product is C1(=CC=CC=C1)C=CC(=O)C1=CC=CC=C1 (Chalcone). The yield is 76.0%. RXN SMILES: [OH-].[K+].[C:3]([C:6]1[CH:11]=[CH:10][CH:9]=[C:8](Br)N=1)(=[O:5])[CH3:4].[CH:13](=O)[C:14]1[CH:19]=[CH:18][C:17](OC)=[CH:16][CH:15]=1.[CH3:23]O>O>[C:14]1([CH:13]=[CH:4][C:3]([C:6]2[CH:23]=[CH:8][CH:9]=[CH:10][CH:11]=2)=[O:5])[CH:19]=[CH:18][CH:17]=[CH:16][CH:15]=1 |f:0.1|. Procedure: Potassium hydroxide (18.2 g, 325 mmol) was dissolved in 100 mL of H2O, and 100 mL of methanol was added. 2-Acetyl-6-bromopyridine (65 g, 325 mmol) and (68 g, 650 retool) of p-anisaldehyde were dissolved together in 400 mL of methanol, and the solution was poured into the KOH solution. Precipitation of product began Within a few minutes, and the reaction was allowed to stand at room temperature overnight. The precipitate was collected, washed with isopropanol, and dried to yield 79 g (76%) of the...